describe an organic reaction: reactants, conditions, products, and yield From a dataset of the Open Reaction Database (ORD), a public repository of structured organic reaction records. Reactants: CNC (dimethylamine), solution, [N+](=O)([O-])C1=CC=C(C=C1)C1=NC=2C(=NC=CC2)N1CC(=O)O (2-(4-nitrophenyl)-3H-imidazo[4,5-b]pyridine-3-acetic acid), C(=O)(N1C=NC=C1)N1C=NC=C1 (1,1'-carbonyldiimidazole), CN(C=O)C (dimethylformamide). The solvent is O1CCCC1 (tetrahydrofuran), O1CCCC1 (tetrahydrofuran). Reaction conditions: time 2 hour. Yields the product CN(C(CN1C(=NC=2C1=NC=CC2)C2=CC=C(C=C2)[N+](=O)[O-])=O)C (N,N-Dimethyl-2-(4-nitrophenyl)-3H-imidazo[4,5-b]pyridine-3-acetamide). The yield is 38.3%. As a reaction SMILES: [N+:1]([C:4]1[CH:9]=[CH:8][C:7]([C:10]2[N:18]([CH2:19][C:20](O)=[O:21])[C:13]3=[N:14][CH:15]=[CH:16][CH:17]=[C:12]3[N:11]=2)=[CH:6][CH:5]=1)([O-:3])=[O:2].[C:23](N1C=CN=C1)([N:25]1C=CN=[CH:26]1)=O.CN(C)C=O.CNC>O1CCCC1>[CH3:23][N:25]([CH3:26])[C:20](=[O:21])[CH2:19][N:18]1[C:13]2=[N:14][CH:15]=[CH:16][CH:17]=[C:12]2[N:11]=[C:10]1[C:7]1[CH:8]=[CH:9][C:4]([N+:1]([O-:3])=[O:2])=[CH:5][CH:6]=1. Procedure: A suspension of 2-(4-nitrophenyl)-3H-imidazo[4,5-b]pyridine-3-acetic acid (3.0 g, 0.0101 mole), 1,1'-carbonyldiimidazole (1.6 g, 0.0101 mole), and dry dimethylformamide (10 ml) in tetrahydrofuran (100 ml) was stirred at room temperature for two hours with nitrogen bubbling through it. A solution of dimethylamine in tetrahydrofuran (26.4 ml of a 2.29M solution, 0.0606 mole) was added. The resulting solution was heated at 45° C. overnight under nitrogen. The solvents were evaporated under reduced ... The reactants are [Br-], CCCC[N+](CCCC)(CCCC)CCCC, Cc1ccccc1, ClCc1ccccc1, [Na+], [OH-], Cc1ccc(O)c(C(CCO)c2ccccc2)c1. The product is Cc1ccc(OCc2ccccc2)c(C(CCO)c2ccccc2)c1. RXN SMILES: [Br-:29].[CH3:30][CH2:31][CH2:32][CH2:33][N+:34]([CH2:35][CH2:36][CH2:37][CH3:38])([CH2:39][CH2:40][CH2:41][CH3:42])[CH2:43][CH2:44][CH2:45][CH3:46].[CH3:47][c:48]1[cH:49][cH:50][cH:51][cH:52][cH:53]1.[Cl:21][CH2:22][c:23]1[cH:24][cH:25][cH:26][cH:27][cH:28]1.[Na+:2].[OH-:1].[OH:3][c:4]1[c:5]([CH:11]([CH2:12][CH2:13][OH:14])[c:15]2[cH:16][cH:17][cH:18][cH:19][cH:20]2)[cH:6][c:7]([CH3:10])[cH:8][cH:9]1>>[O:3]([c:4]1[c:5]([CH:11]([CH2:12][CH2:13][OH:14])[c:15]2[cH:16][cH:17][cH:18][cH:19][cH:20]2)[cH:6][c:7]([CH3:10])[cH:8][cH:9]1)[CH2:22][c:23]1[cH:24][cH:25][cH:26][cH:27][cH:28]1. The yield is 48.0%. Run at temperature 60 celsius. Starting materials: C(C1=CC=CC=C1)N1C(=NC=2CCN(C3=C(C12)C=CC=C3)C(=O)C3=CC(=C(CNC(=O)C1CCN(CC1)CCC(C)(C)C)C=C3)C)C (1-(3,3-Dimethyl-butyl)-piperidine-4-carboxylic acid 4-(1-benzyl-2-methyl-4,5-dihydro-1H-1,3,6-triaza-benzo[e]azulene-6-carbonyl)-2-methyl-benzylamide), C1=CCCCC1 (cyclo-hexene). Yields the product CC1=C(CNC(=O)C2CCN(CC2)CCC(C)(C)C)C=CC(=C1)C(=O)N1C2=C(C=3NC(=NC3CC1)C)C=CC=C2 (1-(3,3-Dimethyl-butyl)-piperidine-4-carboxylic Acid 2-methyl-4-(2-methyl-4,5-dihydro-1H-1,3,6-triaza-benzo[e]azulene-6-carbonyl)-benzylamide). Reaction SMILES: C([N:8]1[C:17]2[C:16]3[CH:18]=[CH:19][CH:20]=[CH:21][C:15]=3[N:14]([C:22]([C:24]3[CH:45]=[CH:44][C:27]([CH2:28][NH:29][C:30]([CH:32]4[CH2:37][CH2:36][N:35]([CH2:38][CH2:39][C:40]([CH3:43])([CH3:42])[CH3:41])[CH2:34][CH2:33]4)=[O:31])=[C:26]([CH3:46])[CH:25]=3)=[O:23])[CH2:13][CH2:12][C:11]=2[N:10]=[C:9]1[CH3:47])C1C=CC=CC=1.C1CCCCC=1>C(O)C.[Pd]>[CH3:46][C:26]1[CH:25]=[C:24]([C:22]([N:14]2[CH2:13][CH2:12][C:11]3[N:10]=[C:9]([CH3:47])[NH:8][C:17]=3[C:16]3[CH:18]=[CH:19][CH:20]=[CH:21][C:15]2=3)=[O:23])[CH:45]=[CH:44][C:27]=1[CH2:28][NH:29][C:30]([CH:32]1[CH2:33][CH2:34][N:35]([CH2:38][CH2:39][C:40]([CH3:43])([CH3:42])[CH3:41])[CH2:36][CH2:37]1)=[O:31]. Procedure: 1-(3,3-Dimethyl-butyl)-piperidine-4-carboxylic acid 4-(1-benzyl-2-methyl-4,5-dihydro-1H-1,3,6-triaza-benzo[e]azulene-6-carbonyl)-2-methyl-benzylamide from Example E121 (110 mg, 0.17 mmol) was dissolved in absolute ethanol (5 ml) and placed under an inert atmosphere. 10% Palladium on carbon (110 mg) and cyclo-hexene (0.176 ml, 1.7 mmol) were added and the mixture was heated at 60° C. for 3 h. The catalyst was filtered off through Celite® filter agent and the filtrate was concentrated in vacuo. Th... The reagents and catalysts are [Pd] (Palladium on carbon). Solvent: C(C)O (ethanol). Starting materials: ClC=1C=C2CCC(CC2=CC1)=O (6-chloro-3,4-dihydro-2(1H)-naphthalenone), N1CCCC1 (pyrrolidine), C1(=CC=C(C=C1)S(=O)(=O)O)C (p-toluenesulphonic acid), O (water). Run in C1(=CC=CC=C1)C (toluene), C1(=CC=CC=C1)C (toluene). Product: ClC=1C=C2CCC(=CC2=CC1)N1CCCC1 (1-(6-chloro-3,4-dihydro-2-naphthyl)pyrrolidine). Reaction SMILES: [Cl:1][C:2]1[CH:3]=[C:4]2[C:9](=[CH:10][CH:11]=1)[CH2:8][C:7](=O)[CH2:6][CH2:5]2.[NH:13]1[CH2:17][CH2:16][CH2:15][CH2:14]1.C1(C)C=CC(S(O)(=O)=O)=CC=1.O>C1(C)C=CC=CC=1>[Cl:1][C:2]1[CH:3]=[C:4]2[C:9](=[CH:10][CH:11]=1)[CH:8]=[C:7]([N:13]1[CH2:17][CH2:16][CH2:15][CH2:14]1)[CH2:6][CH2:5]2. Reported procedure: 1155 g (6.4 mol) of 6-chloro-3,4-dihydro-2(1H)-naphthalenone were dissolved in 5 1 of toluene, 500 g (7.0 mol) of pyrrolidine and subsequently a solution of 26 g (0.14 mol) of p-toluenesulphonic acid in toluene were added dropwise thereto and the mixture was boiled under reflux When about 120 ml of water had separated, 4 1 of toluene were distilled off and the mixture was left to cool slowly. A solid crystallized out. Filtration and washing with acetone gave 1-(6-chloro-3,4-dihydro-2-naphthyl)py... Reactants: CCOC(=O)C(C#N)=C1CCN(Cc2ccccc2)CC1, Cc1cc(C)cc(Br)c1, CCOCC, [Cl-], [Mg], [NH4+], C1CCOC1. Product: CCOC(=O)C(C#N)C1(c2cc(C)cc(C)c2)CCN(Cc2ccccc2)CC1. Reaction SMILES: [CH2:11]([c:12]1[cH:13][cH:14][cH:15][cH:16][cH:17]1)[N:18]1[CH2:19][CH2:20][C:21](=[C:24]([C:25](=[O:26])[O:27][CH2:28][CH3:29])[C:30]#[N:31])[CH2:22][CH2:23]1.[CH3:1][c:2]1[cH:3][c:4]([CH3:9])[cH:5][c:6]([Br:8])[cH:7]1.[CH3:34][CH2:35][O:36][CH2:37][CH3:38].[Cl-:32].[Mg:10].[NH4+:33].[O:39]1[CH2:40][CH2:41][CH2:42][CH2:43]1>>[CH3:1][c:2]1[cH:3][c:4]([CH3:9])[cH:5][c:6]([C:21]2([CH:24]([C:25](=[O:26])[O:27][CH2:28][CH3:29])[C:30]#[N:31])[CH2:20][CH2:19][N:18]([CH2:11][c:12]3[cH:13][cH:14][cH:15][cH:16][cH:17]3)[CH2:23][CH2:22]2)[cH:7]1. Reactants: C([O-])(O)=O.[Na+] (sodium bicarbonate), Cl.N(C(=N)N)C1=CC=C(C(=O)Cl)C=C1 (4-Carbamimidamidobenzoyl chloride hydrochloride), C(C)(C)(C)OC(CC1(CC(=NO1)C1=C(C=CC(=C1)O)C1CCCCC1)C(=O)OC(C)(C)C)=O (tert-butyl 5-(2-tert-butoxy-2-oxoethyl)-3-(2-cyclohexyl-5-hydroxyphenyl)-4,5-dihydro-1,2-oxazole-5-carboxylate), N1=CC=CC=C1 (pyridine). Run in CN1CCCC1=O (NMP), O.C(C)#N (water acetonitrile). Run at time 5 day. The product is C(C)(C)(C)OC(CC1(CC(=NO1)C1=C(C=CC(=C1)OC(C1=CC=C(C=C1)NC(=N)N)=O)C1CCCCC1)C(=O)OC(C)(C)C)=O (tert-Butyl 5-(2-tert-butoxy-2-oxoethyl)-3-(5-((4-carbamimidamidobenzoyl)oxy)-2-cyclohexylphenyl)-4,5-dihydro-1,2-oxazole-5-carboxylate). Yield: 17.4%. RXN SMILES: Cl.[NH:2]([C:6]1[CH:14]=[CH:13][C:9]([C:10](Cl)=[O:11])=[CH:8][CH:7]=1)[C:3]([NH2:5])=[NH:4].[C:15]([O:19][C:20](=[O:47])[CH2:21][C:22]1([C:40]([O:42][C:43]([CH3:46])([CH3:45])[CH3:44])=[O:41])[O:26][N:25]=[C:24]([C:27]2[CH:32]=[C:31]([OH:33])[CH:30]=[CH:29][C:28]=2[CH:34]2[CH2:39][CH2:38][CH2:37][CH2:36][CH2:35]2)[CH2:23]1)([CH3:18])([CH3:17])[CH3:16].N1C=CC=CC=1.C(=O)(O)[O-].[Na+]>O.C(#N)C.CN1C(=O)CCC1>[C:15]([O:19][C:20](=[O:47])[CH2:21][C:22]1([C:40]([O:42][C:43]([CH3:46])([CH3:45])[CH3:44])=[O:41])[O:26][N:25]=[C:24]([C:27]2[CH:32]=[C:31]([O:33][C:10](=[O:11])[C:9]3[CH:8]=[CH:7][C:6]([NH:2][C:3]([NH2:5])=[NH:4])=[CH:14][CH:13]=3)[CH:30]=[CH:29][C:28]=2[CH:34]2[CH2:35][CH2:36][CH2:37][CH2:38][CH2:39]2)[CH2:23]1)([CH3:17])([CH3:18])[CH3:16] |f:0.1,4.5,6.7|. Reported procedure: 4-Carbamimidamidobenzoyl chloride hydrochloride (55.1 mg) was added to a mixture of tert-butyl 5-(2-tert-butoxy-2-oxoethyl)-3-(2-cyclohexyl-5-hydroxyphenyl)-4,5-dihydro-1,2-oxazole-5-carboxylate (54.1 mg), pyridine (0.06 mL), and NMP (0.06 mL) at 50 C, and the obtained mixture was stirred at 50 C for 5 days. The reaction mixture was fractionated by HPLC (C18, mobile phase: water/acetonitrile (system containing 0.1% TFA)). To the obtained fraction, a saturated aqueous solution of sodium bicarbona... The reactants are C(CC(=O)OCC)(=O)OCC (diethyl malonate), [Mg] (magnesium), ice, Cl (hydrochloric acid), FC(CCC(=O)Cl)(F)F (4,4, 4-trifluorobutyryl chloride). Run in C(C)OCC (diethyl ether), C(C)O (ethanol), C(Cl)(Cl)(Cl)Cl (carbon tetrachloride), C(C)O (ethanol). Run at temperature 55 celsius, time 2 hour. Yields the product C(C)OC(C(C(=O)OCC)C(CCC(F)(F)F)=O)=O (4,4,4-trifluorobutyryl-malonic acid diethyl ester). The yield is 90.3%. Reaction SMILES: [Mg].[C:2]([O:10][CH2:11][CH3:12])(=[O:9])[CH2:3][C:4]([O:6][CH2:7][CH3:8])=[O:5].[F:13][C:14]([F:21])([F:20])[CH2:15][CH2:16][C:17](Cl)=[O:18].Cl>C(OCC)C.C(O)C.C(Cl)(Cl)(Cl)Cl>[CH2:11]([O:10][C:2](=[O:9])[CH:3]([C:17](=[O:18])[CH2:16][CH2:15][C:14]([F:21])([F:20])[F:13])[C:4]([O:6][CH2:7][CH3:8])=[O:5])[CH3:12]. Reported procedure: To a mixture of 20.35 g of magnesium (turning) and 148 ml of ethanol, 0.1 ml of carbon tetrachloride was added and heated to 55° C. To the mixture, a mixed solution of 197 ml of ethanol, 700 ml of diethyl ether and 168 g of diethyl malonate was added dropwise over one hour. After 2 hours, the reaction solution was cooled to -5° C. under a nitrogen flow and 112 g of 4,4, 4-trifluorobutyryl chloride was added. After the temperature was returned to ambient temperature over one hour, the reaction wa... Reactants: CO, ClC(Cl)Cl, C#CCCCCCCOC1CCCCO1. Yields the product C#CCCCCCCO. As a reaction SMILES: [CH3:20][OH:21].[CH:16]([Cl:17])([Cl:18])[Cl:19].[O:1]1[CH2:2][CH2:3][CH2:4][CH2:5][CH:6]1[O:7][CH2:8][CH2:9][CH2:10][CH2:11][CH2:12][CH2:13][C:14]#[CH:15]>>[OH:7][CH2:8][CH2:9][CH2:10][CH2:11][CH2:12][CH2:13][C:14]#[CH:15].